Dataset: the Open Reaction Database (ORD), a public repository of structured organic reaction records. Task: describe an organic reaction: reactants, conditions, products, and yield Starting materials: C1CNCCN1, Cc1ccc2oc(S)nc2c1, Cc1ccccc1, ClP(Cl)(Cl)(Cl)Cl. Product: Cc1ccc2oc(N3CCNCC3)nc2c1. RXN SMILES: [CH2:18]1[CH2:19][NH:20][CH2:21][CH2:22][NH:23]1.[CH3:1][c:2]1[cH:3][cH:4][c:5]2[c:6]([n:7][c:8]([SH:10])[o:9]2)[cH:11]1.[CH3:24][c:25]1[cH:26][cH:27][cH:28][cH:29][cH:30]1.[Cl:12][P:13]([Cl:14])([Cl:15])([Cl:16])[Cl:17]>>[CH3:1][c:2]1[cH:3][cH:4][c:5]2[c:6]([n:7][c:8]([N:20]3[CH2:19][CH2:18][NH:23][CH2:22][CH2:21]3)[o:9]2)[cH:11]1. The reactants are CC#N, FC(F)(F)c1ccc(CBr)o1, O=C(OC1CN2CCC1CC2)C1(c2ccccc2)CCCCCC1. The product is [Br-], O=C(OC1C[N+]2(Cc3ccc(C(F)(F)F)o3)CCC1CC2)C1(c2ccccc2)CCCCCC1. As a reaction SMILES: [CH3:36][C:37]#[N:38].[F:25][C:26]([c:27]1[o:28][c:29]([CH2:32][Br:33])[cH:30][cH:31]1)([F:34])[F:35].[c:1]1([C:7]2([C:14](=[O:15])[O:16][CH:17]3[CH2:18][N:19]4[CH2:20][CH2:21][CH:22]3[CH2:23][CH2:24]4)[CH2:8][CH2:9][CH2:10][CH2:11][CH2:12][CH2:13]2)[cH:2][cH:3][cH:4][cH:5][cH:6]1>>[Br-:33].[c:1]1([C:7]2([C:14](=[O:15])[O:16][CH:17]3[CH2:18][N+:19]4([CH2:32][c:29]5[o:28][c:27]([C:26]([F:25])([F:34])[F:35])[cH:31][cH:30]5)[CH2:20][CH2:21][CH:22]3[CH2:23][CH2:24]4)[CH2:8][CH2:9][CH2:10][CH2:11][CH2:12][CH2:13]2)[cH:2][cH:3][cH:4][cH:5][cH:6]1. Reactants: solution, Cl (HCl), C(C)(C)(C)OC(=O)N1CC=2C(=C3N=C(C(=CN3N2)Cl)C)C1 (6-chloro-5-methyl-1H,3H-2,4,7a,8-tetraaza-cyclopenta[a]indene-2-carboxylic acid tert-butyl ester). Solvent: CC(=O)O (AcOH), C(Cl)Cl (DCM). Conditions: time 16 hour. The product is ClC1=CN2N=C3C(=C2N=C1C)CNC3 (6-chloro-5-methyl-2,3-dihydro-1H-2,4,7a,8-tetraaza-cyclopenta[a]indene). Yield: 78.3%. As a reaction SMILES: Cl.C(OC([N:9]1[CH2:22][C:12]2=[C:13]3[N:18]([N:19]=[C:11]2[CH2:10]1)[CH:17]=[C:16]([Cl:20])[C:15]([CH3:21])=[N:14]3)=O)(C)(C)C>CC(O)=O.C(Cl)Cl>[Cl:20][C:16]1[C:15]([CH3:21])=[N:14][C:13]2[N:18]([N:19]=[C:11]3[CH2:10][NH:9][CH2:22][C:12]3=2)[CH:17]=1. Procedure details: A 32% solution of HCl (1.79 mL) was added to a solution of 6-chloro-5-methyl-1H,3H-2,4,7a,8-tetraaza-cyclopenta[a]indene-2-carboxylic acid tert-butyl ester (1.70 g; 5.51 mmol; 1 eq.) in AcOH (5.8 mL) and the reaction mixture was stirred at room temperature for 16 hours. The solution was diluted with DCM, washed with 1M NaOH (2×), dried over sodium sulfate and concentrated in vacuo to afford the title compound (900 mg, 78%) as a yellow solid. 1H NMR (DMSO-d6) δ 9.37 (s, 1H), 4.09-3.98 (m, 4H), 3.... The reactants are COC=1C(=C(OCCCOC2=C(C3=C(CCC(O3)CCC(=O)OCC)C=C2)CCC)C=CC1C(=O)NC)CCC (Ethyl 3,4-dihydro-7-[3-[3-methoxy-4-[(methylamino) carbonyl]-2-propylphenoxy]propoxy]-8-propyl-2H-1-benzopyran-2-propanoate), [OH-].[Li+] (lithium hydroxide). The solvent is CO (methanol). Reaction conditions: time 8 hour. The product is COC=1C(=C(OCCCOC2=C(C3=C(CCC(O3)CCC(=O)O)C=C2)CCC)C=CC1C(=O)NC)CCC (3,4-Dihydro-7-[3-[3-methoxy-4-[(methylamino) carbonyl]-2-propylphenoxy]propoxy]-8-propyl-2H-1-benzopyran-2-propanoic acid). RXN SMILES: [CH3:1][O:2][C:3]1[C:4]([CH2:38][CH2:39][CH3:40])=[C:5]([CH:31]=[CH:32][C:33]=1[C:34]([NH:36][CH3:37])=[O:35])[O:6][CH2:7][CH2:8][CH2:9][O:10][C:11]1[CH:27]=[CH:26][C:14]2[CH2:15][CH2:16][CH:17]([CH2:19][CH2:20][C:21]([O:23]CC)=[O:22])[O:18][C:13]=2[C:12]=1[CH2:28][CH2:29][CH3:30].[OH-].[Li+]>CO>[CH3:1][O:2][C:3]1[C:4]([CH2:38][CH2:39][CH3:40])=[C:5]([CH:31]=[CH:32][C:33]=1[C:34]([NH:36][CH3:37])=[O:35])[O:6][CH2:7][CH2:8][CH2:9][O:10][C:11]1[CH:27]=[CH:26][C:14]2[CH2:15][CH2:16][CH:17]([CH2:19][CH2:20][C:21]([OH:23])=[O:22])[O:18][C:13]=2[C:12]=1[CH2:28][CH2:29][CH3:30] |f:1.2|. Reported procedure: The compound of Example 13 (160 mg, 0.2877 mmol) was added to 2 ml of methanol and 432μl of 1 M lithium hydroxide was added. The reaction mixture was stirred at room temperature overnight. The solvent was removed under vacuum, water (5.0 ml) was added and the solution was acidified with I0% hydrochloric acid then extracted times with ethyl acetate. The combined extracts were dried over anhydrous magnesium sulfate and filtered. The solvent was removed under vacuum to give a gum. Further drying un... Starting materials: C(CCC)N(C(=O)NC1CCCCC1)C=1N(N=C2C=CC=CC12)C1=CC=C(C=C1)Cl (1-Butyl-1-[2-(4-chloro-phenyl)-2H-indazol-3-yl]-3-cyclohexyl-urea), C1(CCC1)N (cyclobutylamine). Run in CN1C(CCC1)=O (N-methyl 2-pyrrolidone). Product: ClC1=CC=C(C=C1)N1N=C2C=CC=CC2=C1NC1CCC1 ([2-(4-Chloro-phenyl)-2H-indazol-3-yl]-cyclobutyl-amine). Reaction SMILES: [CH2:1]([N:5]([C:15]1[N:16]([C:24]2[CH:29]=[CH:28][C:27]([Cl:30])=[CH:26][CH:25]=2)[N:17]=[C:18]2[C:23]=1[CH:22]=[CH:21][CH:20]=[CH:19]2)C(NC1CCCCC1)=O)[CH2:2][CH2:3][CH3:4].C1(N)CCC1>CN1CCCC1=O>[Cl:30][C:27]1[CH:26]=[CH:25][C:24]([N:16]2[C:15]([NH:5][CH:1]3[CH2:2][CH2:3][CH2:4]3)=[C:23]3[C:18]([CH:19]=[CH:20][CH:21]=[CH:22]3)=[N:17]2)=[CH:29][CH:28]=1. Procedure: In analogy to the procedure described in example 4.1, 3-chloro-2-(4-chloro-phenyl)-2H-indazole (Ardakani, Manouchehr; Smalley, Robert K.; Smith, Richard H., Synthesis (1979), (4), 308-9) was reacted with cyclobutylamine ([2516-34-9]) in N-methyl 2-pyrrolidone for 3 days at 175° C. in a sealed tube to give the title compound as yellow solid. MS: m/e=298.4 [M+H+]. Reactants: ClC=1C=C2C(C(NC2=CC1F)=O)(CC)CCCCCl (5-chloro-3-(4-chlorobutyl)-3-ethyl-6-fluoro-1,3-dihydro-2H-indol-2-one), ClC=1C=C(C=CC1)N1CCNCC1 (1-(3-chlorophenyl)-piperazine). Yields the product Cl.ClC=1C=C2C(C(NC2=CC1F)=O)(CC)CCCCN1CCN(CC1)C1=CC(=CC=C1)Cl (5-Chloro-3-{4-[4-(3-chlorophenyl)-piperazin-1-yl]-butyl}-3-ethyl-6-fluoro-1,3-dihydro-2H-indol-2-one monohydrochloride). Reaction SMILES: [Cl:1][C:2]1[CH:3]=[C:4]2[C:8](=[CH:9][C:10]=1[F:11])[NH:7][C:6](=[O:12])[C:5]2([CH2:15][CH2:16][CH2:17][CH2:18]Cl)[CH2:13][CH3:14].[Cl:20][C:21]1[CH:22]=[C:23]([N:27]2[CH2:32][CH2:31][NH:30][CH2:29][CH2:28]2)[CH:24]=[CH:25][CH:26]=1>>[ClH:1].[Cl:1][C:2]1[CH:3]=[C:4]2[C:8](=[CH:9][C:10]=1[F:11])[NH:7][C:6](=[O:12])[C:5]2([CH2:15][CH2:16][CH2:17][CH2:18][N:30]1[CH2:29][CH2:28][N:27]([C:23]2[CH:24]=[CH:25][CH:26]=[C:21]([Cl:20])[CH:22]=2)[CH2:32][CH2:31]1)[CH2:13][CH3:14] |f:2.3|. Procedure: The title compound is prepared according to process H by applying processing method 2 starting from 5-chloro-3-(4-chlorobutyl)-3-ethyl-6-fluoro-1,3-dihydro-2H-indol-2-one and 1-(3-chlorophenyl)-piperazine. Starting materials: S1C2=C(C=C1)C(=CC=C2)OC(CCN(C)CC2=CC=CC=C2)CC(C)C ([3-(Benzo[b]thiophen-4-yloxy)-5-methyl-hexyl]-benzyl-methyl-amine), C(C1=CC=CC=C1)N(CCC(C(C)C)O)C (1-(benzyl-methyl-amino)-4-methyl-pentan-3-ol). Yields the product S1C2=C(C=C1)C(=CC=C2)OC(CCN(C)CC2=CC=CC=C2)C(C)C ([3-(Benzo[b]thiophen-4-yloxy)-4-methyl-pentyl]-benzyl-methyl-amine). RXN SMILES: [S:1]1[CH:5]=[CH:4][C:3]2[C:6]([O:10][CH:11]([CH2:23][CH:24](C)C)[CH2:12][CH2:13][N:14]([CH2:16][C:17]3[CH:22]=[CH:21][CH:20]=[CH:19][CH:18]=3)[CH3:15])=[CH:7][CH:8]=[CH:9][C:2]1=2.[CH2:27](N(C)CCC(O)C(C)C)C1C=CC=CC=1>>[S:1]1[CH:5]=[CH:4][C:3]2[C:6]([O:10][CH:11]([CH:23]([CH3:24])[CH3:27])[CH2:12][CH2:13][N:14]([CH2:16][C:17]3[CH:18]=[CH:19][CH:20]=[CH:21][CH:22]=3)[CH3:15])=[CH:7][CH:8]=[CH:9][C:2]1=2. Reported procedure: Using a method similar to that for [3-(Benzo[b]thiophen-4-yloxy)-5-methyl-hexyl]-benzyl-methyl-amine, 1-(benzyl-methyl-amino)-4-methyl-pentan-3-ol affords the title compound: mass spectrum (ion spray) m/z=354.3(M+1); 1H NMR (CDCl3) δ 7.49 (d, 1H), 7.43 (d, 1H), 7.31-7.19 (m, 7H), 6.85 (d, 1H), 4.48-4.44 (m, 1H), 3.51-3.43 (m, 2H), 2.61-2.48 (m, 2), 2.19 (s, 3H), 2.11-1.85 (m, 3H), 1.03 (d, 3H), 0.99 (d, 3H). The reactants are CCCCCCCCCCOc1cc(OCCCCCCCCCC)cc(C(=O)C(=O)OC)c1, CO, [Na+], [OH-]. The product is CCCCCCCCCCOc1cc(OCCCCCCCCCC)cc(C(=O)C(=O)O)c1. RXN SMILES: [CH3:1][O:2][C:3]([C:4]([c:5]1[cH:6][c:7]([O:22][CH2:23][CH2:24][CH2:25][CH2:26][CH2:27][CH2:28][CH2:29][CH2:30][CH2:31][CH3:32])[cH:8][c:9]([O:11][CH2:12][CH2:13][CH2:14][CH2:15][CH2:16][CH2:17][CH2:18][CH2:19][CH2:20][CH3:21])[cH:10]1)=[O:33])=[O:34].[CH3:37][OH:38].[Na+:36].[OH-:35]>>[O:2]=[C:3]([C:4]([c:5]1[cH:6][c:7]([O:22][CH2:23][CH2:24][CH2:25][CH2:26][CH2:27][CH2:28][CH2:29][CH2:30][CH2:31][CH3:32])[cH:8][c:9]([O:11][CH2:12][CH2:13][CH2:14][CH2:15][CH2:16][CH2:17][CH2:18][CH2:19][CH2:20][CH3:21])[cH:10]1)=[O:33])[OH:34]. The reactants are CS(=O)(=O)c1ncc(Br)c(-c2nc3ccncc3s2)n1, CCN(C(C)C)C(C)C, CC(C)O, CC1(C)C(=O)NC(=O)N1CCN. Product: CC1(C)C(=O)NC(=O)N1CCNc1ncc(Br)c(-c2nc3ccncc3s2)n1. Reaction SMILES: [Br:1][c:2]1[c:3](-[c:12]2[s:13][c:14]3[cH:15][n:16][cH:17][cH:18][c:19]3[n:20]2)[n:4][c:5]([S:8]([CH3:9])(=[O:10])=[O:11])[n:6][cH:7]1.[CH:33]([N:34]([CH2:35][CH3:36])[CH:37]([CH3:38])[CH3:39])([CH3:40])[CH3:41].[CH:42]([OH:43])([CH3:44])[CH3:45].[NH2:21][CH2:22][CH2:23][N:24]1[C:25](=[O:32])[NH:26][C:27](=[O:31])[C:28]1([CH3:29])[CH3:30]>>[Br:1][c:2]1[c:3](-[c:12]2[s:13][c:14]3[cH:15][n:16][cH:17][cH:18][c:19]3[n:20]2)[n:4][c:5]([NH:21][CH2:22][CH2:23][N:24]2[C:25](=[O:32])[NH:26][C:27](=[O:31])[C:28]2([CH3:29])[CH3:30])[n:6][cH:7]1.